This data is from the Open Reaction Database (ORD), a public repository of structured organic reaction records. The task is: describe an organic reaction: reactants, conditions, products, and yield Starting materials: NC1=NN(C=C1)CCCO (3-(3-amino-pyrazol-1-yl)-propan-1-ol), N1=C(C=CC=C1C)C (2,6-lutidine), O=C1C[C@H](CC1)C[C@@H](C(=O)O)C1=CC(=CC=C1)C(F)(F)F ((R)-3-((R)-3-Oxo-cyclopentyl)-2-(3-trifluoromethyl-phenyl)-propionic acid), C(C(=O)Cl)(=O)Cl (oxalyl chloride). The reagents and catalysts are CN(C=O)C (N,N-dimethylformamide). Run in C(Cl)Cl (methylene chloride), C(Cl)Cl (methylene chloride), C(Cl)Cl (methylene chloride). Conditions: temperature 25 celsius, time 30 minute. Yields the product OCCCN1N=C(C=C1)NC([C@H](C[C@@H]1CC(CC1)=O)C1=CC(=CC=C1)C(F)(F)F)=O ((R)—N-[1-(3-hydroxy-propyl)-1H-pyrazol-3-yl]-3-((R)-3-oxo-cyclopentyl)-2-(3-trifluoromethyl-phenyl)-propionamide). The yield is 49.6%. Reaction SMILES: [O:1]=[C:2]1[CH2:6][CH2:5][C@H:4]([CH2:7][C@H:8]([C:12]2[CH:17]=[CH:16][CH:15]=[C:14]([C:18]([F:21])([F:20])[F:19])[CH:13]=2)[C:9]([OH:11])=O)[CH2:3]1.C(Cl)(=O)C(Cl)=O.[NH2:28][C:29]1[CH:33]=[CH:32][N:31]([CH2:34][CH2:35][CH2:36][OH:37])[N:30]=1.N1C(C)=CC=CC=1C>C(Cl)Cl.CN(C)C=O>[OH:37][CH2:36][CH2:35][CH2:34][N:31]1[CH:32]=[CH:33][C:29]([NH:28][C:9](=[O:11])[C@@H:8]([C:12]2[CH:17]=[CH:16][CH:15]=[C:14]([C:18]([F:21])([F:20])[F:19])[CH:13]=2)[CH2:7][C@H:4]2[CH2:5][CH2:6][C:2](=[O:1])[CH2:3]2)=[N:30]1. Procedure details: (R)-3-((R)-3-Oxo-cyclopentyl)-2-(3-trifluoromethyl-phenyl)-propionic acid (prepared in Example 118, 90 mg, 0.30 mmol) was dissolved in methylene chloride (3 mL) and N,N-dimethylformamide (three drops) at 25° C. under argon. To this solution was added dropwise a solution of oxalyl chloride in methylene chloride (2 M solution, 160 μL, 0.32 mmol) which produced gas evolution and it was then stirred at 25° C. for 30 minutes after which time it was concentrated in vacuo. The residue was then dissolve... As a reaction SMILES: [CH2:41]([OH:42])[CH2:43][CH2:44][CH3:45].[CH:32]([N:33]([CH2:34][CH3:35])[CH:36]([CH3:37])[CH3:38])([CH3:39])[CH3:40].[Cl:1][c:2]1[cH:3][cH:4][cH:5][c:6]2[cH:7][c:8]([CH2:19][NH2:20])[c:9](-[c:12]3[c:13]([Cl:18])[cH:14][cH:15][cH:16][cH:17]3)[n:10][c:11]12.[NH2:21][c:22]1[n:23][c:24]([Cl:31])[c:25]2[nH:26][cH:27][n:28][c:29]2[n:30]1>>[Cl:1][c:2]1[cH:3][cH:4][cH:5][c:6]2[cH:7][c:8]([CH2:19][NH:20][c:24]3[n:23][c:22]([NH2:21])[n:30][c:29]4[c:25]3[n:26][cH:27][nH:28]4)[c:9](-[c:12]3[c:13]([Cl:18])[cH:14][cH:15][cH:16][cH:17]3)[n:10][c:11]12. Product: Nc1nc(NCc2cc3cccc(Cl)c3nc2-c2ccccc2Cl)c2nc[nH]c2n1. The reactants are CCCCO, CCN(C(C)C)C(C)C, NCc1cc2cccc(Cl)c2nc1-c1ccccc1Cl, Nc1nc(Cl)c2[nH]cnc2n1. Reactants: CO, Cl, NO, O, Cc1cc2c(c(C)c1O)C(=O)CC1(CCC1)O2. The product is Cc1cc2c(c(C)c1O)C(=NO)CC1(CCC1)O2. Reaction SMILES: [CH3:22][OH:23].[ClH:18].[NH2:19][OH:20].[OH2:21].[OH:1][c:2]1[c:3]([CH3:17])[c:4]2[c:9]([cH:10][c:11]1[CH3:12])[O:8][C:7]1([CH2:6][C:5]2=[O:16])[CH2:13][CH2:14][CH2:15]1>>[OH:1][c:2]1[c:3]([CH3:17])[c:4]2[c:9]([cH:10][c:11]1[CH3:12])[O:8][C:7]1([CH2:6][C:5]2=[N:19][OH:20])[CH2:13][CH2:14][CH2:15]1. Reactants: F[C@H]1CN(CC[C@@H]1C1=CC(=C(C=C1)OC)F)C(=O)OC(C)(C)C ((3R,4R)-tert-butyl 3-fluoro-4-(3-fluoro-4-methoxyphenyl)piperidine-1-carboxylate), Cl (HCl). Run in O1CCOCC1 (1,4-dioxane), O1CCOCC1 (1,4-dioxane). Yields the product Cl.F[C@H]1CNCC[C@@H]1C1=CC(=C(C=C1)OC)F ((3R,4R)-3-Fluoro-4-(3-fluoro-4-methoxyphenyl)piperidine hydrochloride). RXN SMILES: [F:1][C@@H:2]1[C@@H:7]([C:8]2[CH:13]=[CH:12][C:11]([O:14][CH3:15])=[C:10]([F:16])[CH:9]=2)[CH2:6][CH2:5][N:4](C(OC(C)(C)C)=O)[CH2:3]1.[ClH:24]>O1CCOCC1>[ClH:24].[F:1][C@@H:2]1[C@@H:7]([C:8]2[CH:13]=[CH:12][C:11]([O:14][CH3:15])=[C:10]([F:16])[CH:9]=2)[CH2:6][CH2:5][NH:4][CH2:3]1 |f:3.4|. Procedure details: To a stirring solution of (3R,4R)-tert-butyl 3-fluoro-4-(3-fluoro-4-methoxyphenyl)piperidine-1-carboxylate (38 mg, 0.12 mmol, E-2, the second eluting enantiomer from step F) in 3 mL of 1,4-dioxane at 0° C. was added 2 mL of 4M HCl in 1,4-dioxane (8 mmol) and the mixture was allowed to warm up to rt over 12 h. The solvent was removed under reduced pressure to to obtain (3R,4R)-3-Fluoro-4-(3-fluoro-4-methoxyphenyl)piperidine hydrochloride (30 mg) as a semi-solid which was used without further puri... Reactants: [I-].C(C)(C)(C)OC(=O)NC1[C@@H]2N(C(=C(CS2)C[N+]2(CCCC2)C)C(=O)OC(C2=CC=CC=C2)C2=CC=CC=C2)C1=O (benzhydryl 7-tert-butoxycarbonylamino-3-(1-methylpyrrolidinio)methyl-3-cephem-4-carboxylate iodide), C(C)(C)OC(C)C (diisopropyl ether), FC(C(=O)O)(F)F (trifluoroacetic acid). The solvent is ClCCl (dichloromethane), C1(=CC=CC=C1)OC (anisole). Reaction conditions: time 30 minute. Yields the product FC(C(=O)O)(F)F (trifluoroacetic acid), NC1[C@@H]2N(C(=C(CS2)C[N+]2(CCCC2)C)C(=O)I)C1=O (7-amino-3-(1-methyl-1-pyrrolidinio)methyl-3-cephem-4-carboxylic acid iodide). Reaction SMILES: [I-:1].C(OC([NH:9][CH:10]1[C:40](=[O:41])[N:12]2[C:13]([C:24](OC(C3C=CC=CC=3)C3C=CC=CC=3)=[O:25])=[C:14]([CH2:17][N+:18]3([CH3:23])[CH2:22][CH2:21][CH2:20][CH2:19]3)[CH2:15][S:16][C@H:11]12)=O)(C)(C)C.[F:42][C:43]([F:48])([F:47])[C:44]([OH:46])=[O:45].C(OC(C)C)(C)C>ClCCl.C1(OC)C=CC=CC=1>[F:42][C:43]([F:48])([F:47])[C:44]([OH:46])=[O:45].[NH2:9][CH:10]1[C:40](=[O:41])[N:12]2[C:13]([C:24]([I:1])=[O:25])=[C:14]([CH2:17][N+:18]3([CH3:23])[CH2:22][CH2:21][CH2:20][CH2:19]3)[CH2:15][S:16][C@H:11]12 |f:0.1|. Procedure details: To a solution of benzhydryl 7-tert-butoxycarbonylamino-3-(1-methylpyrrolidinio)methyl-3-cephem-4-carboxylate iodide (4.42 g) in a mixture of dichloromethane (12 ml) and anisole (4.4 ml) was added trifluoroacetic acid (8.8 ml) under ice-cooling. After stirring for 30 minutes at room temperature, the reaction mixture was gradually poured into diisopropyl ether. The resultant precipitate was collected by filtration, washed with diisopropyl ether and dried over phosphorus pentoxide to give trifluoro... Starting materials: CC(=O)Nc1cccc(OCCCBr)c1, O=C([O-])[O-], CN(C)C=O, [K+], [K+], O=c1nc[nH]c2scc(-c3ccccc3)c12. Product: CC(=O)Nc1cccc(OCCCOc2ncnc3scc(-c4ccccc4)c23)c1. RXN SMILES: [Br:17][CH2:18][CH2:19][CH2:20][O:21][c:22]1[cH:23][c:24]([NH:28][C:29]([CH3:30])=[O:31])[cH:25][cH:26][cH:27]1.[C:32](=[O:33])([O-:34])[O-:35].[CH3:38][N:39]([CH3:40])[CH:41]=[O:42].[K+:36].[K+:37].[c:1]1(-[c:7]2[cH:8][s:9][c:10]3[nH:11][cH:12][n:13][c:14](=[O:16])[c:15]23)[cH:2][cH:3][cH:4][cH:5][cH:6]1>>[c:1]1(-[c:7]2[cH:8][s:9][c:10]3[n:11][cH:12][n:13][c:14]([O:16][CH2:18][CH2:19][CH2:20][O:21][c:22]4[cH:23][c:24]([NH:28][C:29]([CH3:30])=[O:31])[cH:25][cH:26][cH:27]4)[c:15]23)[cH:2][cH:3][cH:4][cH:5][cH:6]1. The reactants are COC=1C=CC2=C(CN(CCC2C2=CC=CC=C2)C)C1 (8-methoxy-2-methyl-5-phenyl-2,3,4,5-tetrahydro-1H-benzo[c]azepine), C(\C=C\C(=O)O)(=O)O (fumaric acid). Solvent: C(C)O (ethanol), CO (methanol). The product is C(\C=C\C(=O)O)(=O)O.COC=1C=CC2=C(CN(CCC2C2=CC=CC=C2)C)C1 ((+/−)-8-methoxy-2-methyl-5-phenyl-2,3,4,5-tetrahydro-1H-benzo[c]azepine, fumarate salt). Yield: 67.2%. As a reaction SMILES: [CH3:1][O:2][C:3]1[CH:4]=[CH:5][C:6]2[CH:12]([C:13]3[CH:18]=[CH:17][CH:16]=[CH:15][CH:14]=3)[CH2:11][CH2:10][N:9]([CH3:19])[CH2:8][C:7]=2[CH:20]=1.[C:21]([OH:28])(=[O:27])/[CH:22]=[CH:23]/[C:24]([OH:26])=[O:25]>C(O)C.CO>[C:21]([OH:28])(=[O:27])/[CH:22]=[CH:23]/[C:24]([OH:26])=[O:25].[CH3:1][O:2][C:3]1[CH:4]=[CH:5][C:6]2[CH:12]([C:13]3[CH:14]=[CH:15][CH:16]=[CH:17][CH:18]=3)[CH2:11][CH2:10][N:9]([CH3:19])[CH2:8][C:7]=2[CH:20]=1 |f:4.5|. Procedure: To a solution of 8-methoxy-2-methyl-5-phenyl-2,3,4,5-tetrahydro-1H-benzo[c]azepine from step B (260 mg, 0.97 mmol) in ethanol (4 mL) was added fumaric acid (123 mg, 0.97 mmol) in methanol (2 mL). The solvent was removed under reduced pressure. The residue was triturated with ethyl acetate and diethyl ether. The resulting precipitate was collected by filtration, washed with diethyl ether, and dried at 50° C. under vacuum to provide (+/−)-8-methoxy-2-methyl-5-phenyl-2,3,4,5-tetrahydro-1H-benzo[c]a...